From a dataset of the Open Reaction Database (ORD), a public repository of structured organic reaction records. describe an organic reaction: reactants, conditions, products, and yield The reactants are CC=1NC2=CC=C(C=C2C1)C (2,5-dimethyl indole), ClC=1OC=CN1 (2-chlorooxazole), CN1CCCC1=O (NMP), O (Water). Run in CCOC(=O)C (EtOAc). The product is CC=1NC2=CC=C(C=C2C1C=1OC2=C(N1)C=CC=C2)C (2-(2,5-dimethyl-1H-indol-3-yl)-benzoxazole). As a reaction SMILES: [CH3:1][C:2]1[NH:3][C:4]2[C:9]([CH:10]=1)=[CH:8][C:7]([CH3:11])=[CH:6][CH:5]=2.Cl[C:13]1[O:14][CH:15]=[CH:16][N:17]=1.CN1[C:23](=O)[CH2:22][CH2:21][CH2:20]1.O>CCOC(C)=O>[CH3:1][C:2]1[NH:3][C:4]2[C:9]([C:10]=1[C:13]1[O:14][C:15]3[CH:23]=[CH:22][CH:21]=[CH:20][C:16]=3[N:17]=1)=[CH:8][C:7]([CH3:11])=[CH:6][CH:5]=2. Procedure: 2,5-dimethyl indole (0.3 g), 2-chlorooxazole (0.47 g) and NMP (2 ml) were heated in a microwave at 100 watts for 20 min at 160° C. Water ane EtOAc were added and separated, the aqueous phase was re-extracted with EtOAc (×4). The combined organic extracts were dried (MgSO4) and concentrated in vacuo. The precipitate was triturated with EtOAc then recrystallised from methanol to give the title compound (0.19 g). Reactants: CC(=O)c1ccccc1NC(C(=O)O)c1ccccc1, C1CCOC1, Cl, OC1CN2CCC1CC2, On1nnc2ccccc21. Product: CC(=O)c1ccccc1NC(C(=O)OC1CN2CCC1CC2)c1ccccc1. Reaction SMILES: [C:2]([CH3:3])(=[O:4])[c:5]1[c:6]([NH:11][CH:12]([C:13](=[O:14])[OH:15])[c:16]2[cH:17][cH:18][cH:19][cH:20][cH:21]2)[cH:7][cH:8][cH:9][cH:10]1.[CH2:41]1[O:42][CH2:43][CH2:44][CH2:45]1.[ClH:1].[N:32]12[CH2:33][CH:34]([OH:40])[CH:35]([CH2:36][CH2:37]1)[CH2:38][CH2:39]2.[OH:22][n:23]1[c:24]2[c:25]([cH:26][cH:27][cH:28][cH:29]2)[n:30][n:31]1>>[C:2]([CH3:3])(=[O:4])[c:5]1[c:6]([NH:11][CH:12]([C:13]([O:14][CH:34]2[CH2:33][N:32]3[CH2:37][CH2:36][CH:35]2[CH2:38][CH2:39]3)=[O:15])[c:16]2[cH:17][cH:18][cH:19][cH:20][cH:21]2)[cH:7][cH:8][cH:9][cH:10]1. Starting materials: CN1CS(=O)c2cc(CCBr)ccc21, CNCc1ccccc1, C1COCCO1. The product is CN(CCc1ccc2c(c1)S(=O)CN2C)Cc1ccccc1. RXN SMILES: [CH3:10][N:11]1[CH2:12][S:13](=[O:23])[c:14]2[c:15]1[cH:16][cH:17][c:18]([CH2:20][CH2:21][Br:22])[cH:19]2.[CH3:1][NH:2][CH2:3][c:4]1[cH:5][cH:6][cH:7][cH:8][cH:9]1.[O:24]1[CH2:25][CH2:26][O:27][CH2:28][CH2:29]1>>[CH3:1][N:2]([CH2:3][c:4]1[cH:5][cH:6][cH:7][cH:8][cH:9]1)[CH2:21][CH2:20][c:18]1[cH:17][cH:16][c:15]2[c:14]([cH:19]1)[S:13](=[O:23])[CH2:12][N:11]2[CH3:10]. Reactants: BrC=1C=C2C(=NNC(C2=CC1)=O)Cl (6-bromo-4-chloro-2H-phthalazin-1-one), S1C=C(C=C1)C=1C=C(CN)C=CC1 (3-thiophen-3-yl-benzylamine), C=1C=CC(=CC1)P(C=2C=CC=CC2)C3=CC=C4C=CC=CC4=C3C5=C6C=CC=CC6=CC=C5P(C=7C=CC=CC7)C=8C=CC=CC8 (rac-BINAP), CC(C)(C)[O-].[Na+] (NaOt-Bu). Reagents/catalysts: C=1C=CC(=CC1)/C=C/C(=O)/C=C/C2=CC=CC=C2.C=1C=CC(=CC1)/C=C/C(=O)/C=C/C2=CC=CC=C2.C=1C=CC(=CC1)/C=C/C(=O)/C=C/C2=CC=CC=C2.[Pd].[Pd] (Pd2(dba)3). Solvent: CC(=O)N(C)C (DMA), CCOC(=O)C (EtOAc). Yields the product ClC1=NNC(C2=CC=C(C=C12)NCC1=CC(=CC=C1)C1=CSC=C1)=O (4-Chloro-6-(3-thiophen-3-yl-benzylamino)-2H-phthalazin-1-one). RXN SMILES: Br[C:2]1[CH:3]=[C:4]2[C:9](=[CH:10][CH:11]=1)[C:8](=[O:12])[NH:7][N:6]=[C:5]2[Cl:13].[S:14]1[CH:18]=[CH:17][C:16]([C:19]2[CH:20]=[C:21]([CH:24]=[CH:25][CH:26]=2)[CH2:22][NH2:23])=[CH:15]1.C1C=CC(P(C2C(C3C(P(C4C=CC=CC=4)C4C=CC=CC=4)=CC=C4C=3C=CC=C4)=C3C(C=CC=C3)=CC=2)C2C=CC=CC=2)=CC=1.CC([O-])(C)C.[Na+]>CC(N(C)C)=O.CCOC(C)=O.C1C=CC(/C=C/C(/C=C/C2C=CC=CC=2)=O)=CC=1.C1C=CC(/C=C/C(/C=C/C2C=CC=CC=2)=O)=CC=1.C1C=CC(/C=C/C(/C=C/C2C=CC=CC=2)=O)=CC=1.[Pd].[Pd]>[Cl:13][C:5]1[C:4]2[C:9](=[CH:10][CH:11]=[C:2]([NH:23][CH2:22][C:21]3[CH:24]=[CH:25][CH:26]=[C:19]([C:16]4[CH:17]=[CH:18][S:14][CH:15]=4)[CH:20]=3)[CH:3]=2)[C:8](=[O:12])[NH:7][N:6]=1 |f:3.4,7.8.9.10.11|. Reported procedure: A mixture 6-bromo-4-chloro-2H-phthalazin-1-one (150 mg, 0.58 mmol), 3-thiophen-3-yl-benzylamine (122 mg, 0.64 mmol), Pd2(dba)3 (53 mg, 0.058 mmol), rac-BINAP (132 mg, 0.17 mmol) and NaOt-Bu (140 mg, 1.45 mmol) in DMA (6 mL) was heated at 80° C. for 1 h. The mixture was allowed to cool, diluted with EtOAc (25 mL) and washed with water (25 mL). The organic layer was dried over anhydrous sodium sulfate and concentrated. Chromatography on silica (EtOAc/hexanes) yielded the title compound. 4-Chloro-6...